Dataset: the Open Reaction Database (ORD), a public repository of structured organic reaction records. Task: describe an organic reaction: reactants, conditions, products, and yield The reactants are ClC=1N=NC(=CC1)C1=CC=C(C=C1)C(F)(F)F (3-chloro-6-(4-trifluoromethylphenyl)pyridazine), CN(CCCN1CCNCC1)C ((3-dimethylaminoprop-1-yl)piperazine). The product is Cl.Cl.CN(CCCN1CCN(CC1)C=1N=NC(=CC1)C1=CC=C(C=C1)C(F)(F)F)C (Dimethyl-(3-{4-[6-(4-trifluoromethylphenyl)pyridazin-3-yl]piperazin-1-yl}propyl)amine, dihydrochloride). RXN SMILES: [Cl:1][C:2]1[N:3]=[N:4][C:5]([C:8]2[CH:13]=[CH:12][C:11]([C:14]([F:17])([F:16])[F:15])=[CH:10][CH:9]=2)=[CH:6][CH:7]=1.[CH3:18][N:19]([CH3:29])[CH2:20][CH2:21][CH2:22][N:23]1[CH2:28][CH2:27][NH:26][CH2:25][CH2:24]1>>[ClH:1].[ClH:1].[CH3:29][N:19]([CH3:18])[CH2:20][CH2:21][CH2:22][N:23]1[CH2:24][CH2:25][N:26]([C:2]2[N:3]=[N:4][C:5]([C:8]3[CH:13]=[CH:12][C:11]([C:14]([F:17])([F:16])[F:15])=[CH:10][CH:9]=3)=[CH:6][CH:7]=2)[CH2:27][CH2:28]1 |f:2.3.4|. Reported procedure: The title compound was prepared by a similar procedure to that described in Example 1, starting from 3-chloro-6-(4-trifluoromethylphenyl)pyridazine and (3-dimethylaminoprop-1-yl)piperazine. Starting materials: ClCC=1SC2=C(N1)C=CC=C2 (2-chloromethylbenzothiazole), [N+](=O)([O-])C=1C=C(C=CC1)O (3-nitrophenol), C([O-])([O-])=O.[Cs+].[Cs+] (cesium carbonate), C([O-])([O-])=O.[Na+].[Na+] (sodium carbonate), [I-].[K+] (potassium iodide). Run in CC(=O)C (acetone). The product is S1C(=NC2=C1C=CC=C2)COC=2C=C(C=CC2)[N+](=O)[O-] (3-[(2-benzothiazolyl)methoxy]nitrobenzene). The yield is 84.0%. RXN SMILES: Cl[CH2:2][C:3]1[S:4][C:5]2[CH:11]=[CH:10][CH:9]=[CH:8][C:6]=2[N:7]=1.[N+:12]([C:15]1[CH:16]=[C:17]([OH:21])[CH:18]=[CH:19][CH:20]=1)([O-:14])=[O:13].C(=O)([O-])[O-].[Cs+].[Cs+].C(=O)([O-])[O-].[Na+].[Na+].[I-].[K+]>CC(C)=O>[S:4]1[C:5]2[CH:11]=[CH:10][CH:9]=[CH:8][C:6]=2[N:7]=[C:3]1[CH2:2][O:21][C:17]1[CH:16]=[C:15]([N+:12]([O-:14])=[O:13])[CH:20]=[CH:19][CH:18]=1 |f:2.3.4,5.6.7,8.9|. Reported procedure: A mixture of 2-chloromethylbenzothiazole (17.6 g), 3-nitrophenol (13.2 g), cesium carbonate (30 g), sodium carbonate (10 g), potassium iodide (0.5 g) and acetone (600 ml) is heated at reflux overnight. The mixture is filtered and the resulting solution is partially concentrated. A crystalline solid forms which is filtered and dried, giving 22.8 g (84% yield), m.p. 156°-157° C. Reactants: CCN(Cc1ccccc1)C(=O)COc1ccc(CCSc2ccccc2C(=O)OC)cc1, C1CCOC1, [Li+], [OH-], O. Product: CCN(Cc1ccccc1)C(=O)COc1ccc(CCSc2ccccc2C(=O)O)cc1. RXN SMILES: [CH2:1]([c:2]1[cH:3][cH:4][cH:5][cH:6][cH:7]1)[N:8]([C:9]([CH2:10][O:11][c:12]1[cH:13][cH:14][c:15]([CH2:18][CH2:19][S:20][c:21]2[c:22]([C:23](=[O:24])[O:25][CH3:26])[cH:27][cH:28][cH:29][cH:30]2)[cH:16][cH:17]1)=[O:31])[CH2:32][CH3:33].[CH2:36]1[O:37][CH2:38][CH2:39][CH2:40]1.[Li+:34].[OH-:35].[OH2:41]>>[CH2:1]([c:2]1[cH:3][cH:4][cH:5][cH:6][cH:7]1)[N:8]([C:9]([CH2:10][O:11][c:12]1[cH:13][cH:14][c:15]([CH2:18][CH2:19][S:20][c:21]2[c:22]([C:23](=[O:24])[OH:25])[cH:27][cH:28][cH:29][cH:30]2)[cH:16][cH:17]1)=[O:31])[CH2:32][CH3:33]. Starting materials: COC1=NC=CC2=C1C(=CN2C(COC)CC)C2=CC=C(C=C2)S(=O)(=O)N (4-(4-methoxy-1-(1-methoxybutan-2-yl)-1H-pyrrolo[3,2-c]pyridin-3-yl)benzenesulfonamide), [I-].[Na+] (sodium iodide), Cl[Si](C)(C)C (chloro(trimethyl)silane), C(O)([O-])=O.[Na+] (sodium hydrogencarbonate). Run in C(C)#N (acetonitrile). Conditions: temperature 50 celsius, time 8 hour. Yields the product COCC(CC)N1C=C(C=2C(NC=CC21)=O)C2=CC=C(C=C2)S(=O)(=O)N (4-(1-(1-methoxybutan-2-yl)-4-oxo-4,5-dihydro-1H-pyrrolo[3,2-c]pyridin-3-yl)benzenesulfonamide). Isolated yield 53.8%. Reaction SMILES: C[O:2][C:3]1[C:8]2[C:9]([C:18]3[CH:23]=[CH:22][C:21]([S:24]([NH2:27])(=[O:26])=[O:25])=[CH:20][CH:19]=3)=[CH:10][N:11]([CH:12]([CH2:16][CH3:17])[CH2:13][O:14][CH3:15])[C:7]=2[CH:6]=[CH:5][N:4]=1.[I-].[Na+].Cl[Si](C)(C)C.C(=O)([O-])O.[Na+]>C(#N)C>[CH3:15][O:14][CH2:13][CH:12]([N:11]1[C:7]2[CH:6]=[CH:5][NH:4][C:3](=[O:2])[C:8]=2[C:9]([C:18]2[CH:23]=[CH:22][C:21]([S:24]([NH2:27])(=[O:26])=[O:25])=[CH:20][CH:19]=2)=[CH:10]1)[CH2:16][CH3:17] |f:1.2,4.5|. Procedure: To a solution of 4-(4-methoxy-1-(1-methoxybutan-2-yl)-1H-pyrrolo[3,2-c]pyridin-3-yl)benzenesulfonamide (21.0 mg) in acetonitrile (2 mL) were added sodium iodide (20.2 mg) and chloro(trimethyl)silane (0.068 mL), and the mixture was stirred overnight at 50° C. To the reaction mixture was added saturated aqueous sodium hydrogencarbonate solution, and the mixture was extracted with ethyl acetate. The organic layer was washed with saturated brine, dried over anhydrous sodium sulfate, and concentrated... Reactants: O=C(Nc1ccc(F)cc1)NC1CCN(Cc2ccccc2)CC1, CO, CC(C)OC(C)C, [H][H], C1CCOC1. Yields the product O=C(Nc1ccc(F)cc1)NC1CCNCC1. As a reaction SMILES: [CH2:1]([c:2]1[cH:3][cH:4][cH:5][cH:6][cH:7]1)[N:8]1[CH2:9][CH2:10][CH:11]([NH:14][C:15](=[O:16])[NH:17][c:18]2[cH:19][cH:20][c:21]([F:24])[cH:22][cH:23]2)[CH2:12][CH2:13]1.[CH3:34][OH:35].[CH:27]([O:28][CH:29]([CH3:30])[CH3:31])([CH3:32])[CH3:33].[H:25][H:26].[O:36]1[CH2:37][CH2:38][CH2:39][CH2:40]1>>[NH:8]1[CH2:9][CH2:10][CH:11]([NH:14][C:15](=[O:16])[NH:17][c:18]2[cH:19][cH:20][c:21]([F:24])[cH:22][cH:23]2)[CH2:12][CH2:13]1. The reactants are C([O-])([O-])=O.[K+].[K+] (potassium carbonate), C(C1=CC=CC=C1)Cl (benzyl chloride), OC1=CC(OC(=C1)C)=O (4-hydroxy-6-methyl-2H-pyran-2-one), C1COCCOCCOCCOCCOCCO1 (18-crown-6). Run in CN(C=O)C (dimethyl-formamide). Run at time 4.5 hour. Product: C(C1=CC=CC=C1)OC1=CC(OC(=C1)C)=O (4-Benzyloxy-6-methyl-2H-pyran-2-one). Reaction SMILES: C(=O)([O-])[O-].[K+].[K+].[CH2:7](Cl)[C:8]1[CH:13]=[CH:12][CH:11]=[CH:10][CH:9]=1.[OH:15][C:16]1[CH:21]=[C:20]([CH3:22])[O:19][C:18](=[O:23])[CH:17]=1.C1OCCOCCOCCOCCOCCOC1>CN(C)C=O>[CH2:7]([O:15][C:16]1[CH:21]=[C:20]([CH3:22])[O:19][C:18](=[O:23])[CH:17]=1)[C:8]1[CH:13]=[CH:12][CH:11]=[CH:10][CH:9]=1 |f:0.1.2|. Reported procedure: 124.4 g (0.900 mol) potassium carbonate and 63 ml (0.547 mol) benzyl chloride were added in succession to a solution of 56.7 g (0.450 mol) 4-hydroxy-6-methyl-2H-pyran-2-one and 1.0 g (0.004 mol) 18-crown-6 in 900 ml anhydrous dimethyl-formamide. It was stirred vigorously for 4.5 hours at an internal temperature of 70°-75° C. It was suction filtered and the residue was washed well with ethyl acetate. The combined filtrates were extensively evaporated in a vacuum and subsequently poured onto ice w...